From a dataset of the Open Reaction Database (ORD), a public repository of structured organic reaction records. describe an organic reaction: reactants, conditions, products, and yield Reactants: CON=C1CCc2cc(C=CC(=O)c3ccc(OC4CCN(C(=O)OC(C)(C)C)CC4)cc3)ccc21, O=Cc1ccncc1. Product: CON=C1CCc2cc(C(CC(=O)c3ccc(OC4CCN(C(=O)OC(C)(C)C)CC4)cc3)C(=O)c3ccncc3)ccc21. RXN SMILES: [C:1]([CH3:2])([CH3:3])([CH3:4])[O:5][C:6](=[O:7])[N:8]1[CH2:9][CH2:10][CH:11]([O:14][c:15]2[cH:16][cH:17][c:18]([C:21]([CH:22]=[CH:23][c:24]3[cH:25][c:26]4[c:30]([cH:31][cH:32]3)[C:29](=[N:33][O:34][CH3:35])[CH2:28][CH2:27]4)=[O:36])[cH:19][cH:20]2)[CH2:12][CH2:13]1.[n:37]1[cH:38][cH:39][c:40]([CH:43]=[O:44])[cH:41][cH:42]1>>[C:1]([CH3:2])([CH3:3])([CH3:4])[O:5][C:6](=[O:7])[N:8]1[CH2:9][CH2:10][CH:11]([O:14][c:15]2[cH:16][cH:17][c:18]([C:21]([CH2:22][CH:23]([c:24]3[cH:25][c:26]4[c:30]([cH:31][cH:32]3)[C:29](=[N:33][O:34][CH3:35])[CH2:28][CH2:27]4)[C:43]([c:40]3[cH:39][cH:38][n:37][cH:42][cH:41]3)=[O:44])=[O:36])[cH:19][cH:20]2)[CH2:12][CH2:13]1. Reactants: ClC1=C(C#N)C=CC(=C1)N1[C@H]([C@H]([C@@H](C1=O)CC(=C)C)O)C (2-chloro-4-[(2S,3S,4S)-3-hydroxy-2-methyl-4-(2-methylprop-2-en-1-yl)-5-oxopyrrolidin-1-yl]benzonitrile). The reagents and catalysts are [Pd] (palladium). Solvent: CO (methanol). Conditions: time 48 hour. The product is ClC1=C(C#N)C=CC(=C1)N1[C@H]([C@H]([C@@H](C1=O)CC(C)C)O)C (2-chloro-4-[(2S,3S,4S)-3-hydroxy-4-isobutyl-2-methyl-5-oxopyrrolidin-1-yl]benzonitrile). Yield: 19.2%. As a reaction SMILES: [Cl:1][C:2]1[CH:9]=[C:8]([N:10]2[C:14](=[O:15])[C@@H:13]([CH2:16][C:17]([CH3:19])=[CH2:18])[C@H:12]([OH:20])[C@@H:11]2[CH3:21])[CH:7]=[CH:6][C:3]=1[C:4]#[N:5]>CO.[Pd]>[Cl:1][C:2]1[CH:9]=[C:8]([N:10]2[C:14](=[O:15])[C@@H:13]([CH2:16][CH:17]([CH3:18])[CH3:19])[C@H:12]([OH:20])[C@@H:11]2[CH3:21])[CH:7]=[CH:6][C:3]=1[C:4]#[N:5]. Reported procedure: To a solution of 2-chloro-4-[(2S,3S,4S)-3-hydroxy-2-methyl-4-(2-methylprop-2-en-1-yl)-5-oxopyrrolidin-1-yl]benzonitrile (22.3 mg) in methanol (3.0 mL) was added palladium/fibroin (12.0 mg), and the mixture was stirred for 48 hr under a hydrogen atmosphere. The reaction mixture was filtered, and the filtrate was concentrated under reduced pressure. The obtained residue was purified by silica gel column chromatography (eluent: hexane/ethyl acetate=50/1→1/1) to give the title compound as a pale-yel... Starting materials: C(C1=CC=CC=C1)(C1=CC=CC=C1)(C1=CC=CC=C1)NC1=NN=C(S1)CC(=O)NC1[C@@H]2N(C(=C(CS2)C=C)C(=O)OC(C2=CC=CC=C2)C2=CC=CC=C2)C1=O (benzhydryl 7-[2-(5-tritylamino-1,3,4-thiadiazol-2-yl)acetamido]-3-vinyl-3-cephem-4-carboxylate), C1(=CC=CC=C1)OC (anisole), C(C)(C)OC(C)C (diisopropyl ether), FC(C(=O)O)(F)F (trifluoroacetic acid). The solvent is C(Cl)Cl (methylene chloride). Conditions: time 1.5 hour. Yields the product NC1=NN=C(S1)CC(=O)NC1[C@@H]2N(C(=C(CS2)C=C)C(=O)O)C1=O (7-[2-(5-amino-1,3,4-thiadiazol-2-yl)-acetamido]-3-vinyl-3-cephem-4-carboxylic acid). The yield is 25.2%. As a reaction SMILES: C([NH:20][C:21]1[S:25][C:24]([CH2:26][C:27]([NH:29][CH:30]2[C:55](=[O:56])[N:32]3[C:33]([C:39]([O:41]C(C4C=CC=CC=4)C4C=CC=CC=4)=[O:40])=[C:34]([CH:37]=[CH2:38])[CH2:35][S:36][C@H:31]23)=[O:28])=[N:23][N:22]=1)(C1C=CC=CC=1)(C1C=CC=CC=1)C1C=CC=CC=1.C1(OC)C=CC=CC=1.FC(F)(F)C(O)=O.C(OC(C)C)(C)C>C(Cl)Cl>[NH2:20][C:21]1[S:25][C:24]([CH2:26][C:27]([NH:29][CH:30]2[C:55](=[O:56])[N:32]3[C:33]([C:39]([OH:41])=[O:40])=[C:34]([CH:37]=[CH2:38])[CH2:35][S:36][C@H:31]23)=[O:28])=[N:23][N:22]=1. Procedure details: To a suspension of benzhydryl 7-[2-(5-tritylamino-1,3,4-thiadiazol-2-yl)acetamido]-3-vinyl-3-cephem-4-carboxylate (2.6 g) in methylene chloride (30 ml) and anisole (2.1 g) was added trifluoroacetic acid (7.6 g) under ice-cooling, followed by stirring at ambient temperature for 1.5 hours. The reaction mixture was poured into diisopropyl ether (300 ml), and the precipitates were collected by filtration and suspended in water (40 ml). After adjusting to pH 7 and 10% aqueous sodium hydroxide, the aq... Starting materials: C#CCO, CCCCCCCC#CCO, COCCO[AlH2-]OCCOC, [Na+]. Yields the product CCCCCCCC=CCO. Reaction SMILES: [CH2:1]([OH:2])[C:3]#[CH:4].[CH2:5]([C:6]#[C:7][CH2:8][CH2:9][CH2:10][CH2:11][CH2:12][CH2:13][CH3:14])[OH:15].[CH3:17][O:18][CH2:19][CH2:20][O:21][AlH2-:22][O:23][CH2:24][CH2:25][O:26][CH3:27].[Na+:16]>>[CH2:5]([CH:6]=[CH:7][CH2:8][CH2:9][CH2:10][CH2:11][CH2:12][CH2:13][CH3:14])[OH:15].